Dataset: the Open Reaction Database (ORD), a public repository of structured organic reaction records. Task: describe an organic reaction: reactants, conditions, products, and yield The reactants are [BH4-], CC(C)(C)OC(=O)NC1CCC(N)CC1, CO, [Na+], O=Cc1ncccc1-c1ccccc1. RXN SMILES: [BH4-:30].[C:15]([CH3:16])([CH3:17])([CH3:18])[O:19][C:20]([NH:21][CH:22]1[CH2:23][CH2:24][CH:25]([NH2:28])[CH2:26][CH2:27]1)=[O:29].[CH3:32][OH:33].[Na+:31].[c:1]1(-[c:7]2[c:8]([CH:13]=[O:14])[n:9][cH:10][cH:11][cH:12]2)[cH:2][cH:3][cH:4][cH:5][cH:6]1>>[c:1]1(-[c:7]2[c:8]([CH2:13][NH:28][CH:25]3[CH2:24][CH2:23][CH:22]([NH:21][C:20]([O:19][C:15]([CH3:16])([CH3:17])[CH3:18])=[O:29])[CH2:27][CH2:26]3)[n:9][cH:10][cH:11][cH:12]2)[cH:2][cH:3][cH:4][cH:5][cH:6]1. Yields the product CC(C)(C)OC(=O)NC1CCC(NCc2ncccc2-c2ccccc2)CC1. Starting materials: [N+](=O)([O-])C1=CC=C(C=C1)CP(OCC)(OCC)=O (Diethyl (4-nitrophenyl)methylphosphonate), P(Cl)(Cl)(Cl)(Cl)Cl (PCl5). Solvent: C(Cl)Cl (DCM), C(Cl)(Cl)(Cl)Cl (CCl4). Conditions: temperature 30 celsius, time 24 hour. Yields the product [N+](=O)([O-])C1=CC=C(C=C1)CP(OCC)(=O)Cl (Ethyl (4-nitrophenyl)methylphosphonochloridate). Isolated yield 84.3%. RXN SMILES: [N+:1]([C:4]1[CH:9]=[CH:8][C:7]([CH2:10][P:11](=[O:18])(OCC)[O:12][CH2:13][CH3:14])=[CH:6][CH:5]=1)([O-:3])=[O:2].P(Cl)(Cl)(Cl)(Cl)[Cl:20]>C(Cl)Cl.C(Cl)(Cl)(Cl)Cl>[N+:1]([C:4]1[CH:9]=[CH:8][C:7]([CH2:10][P:11]([Cl:20])(=[O:18])[O:12][CH2:13][CH3:14])=[CH:6][CH:5]=1)([O-:3])=[O:2]. Reported procedure: This method is a modification of that outlined by Doak and Freedman (Ref. 178). Diethyl (p-nitrophenyl)methylphosphonate (7.16) (1.0 g, 3.6 mmol) in DCM (10 ml) was added dropwise to a solution of PCl5 (0.9 g, 4.32 mmol) in CCl4 (20 ml) under an inert atmosphere. The reaction was stirred at 30° C. and the progress of the chlorination was followed by 31P NMR which showed the reaction was complete after 24 h. Solvent and phosphoryl chloride were removed in vacuo to yield a pale yellow, moisture-se... The reactants are COC(=O)c1cccc2nc(Cl)oc12, CC#N, CCOC(=O)N1CCC(N)CC1. The product is CCOC(=O)N1CCC(Nc2nc3cccc(C(=O)OC)c3o2)CC1. Reaction SMILES: [CH3:1][O:2][C:3](=[O:4])[c:5]1[cH:6][cH:7][cH:8][c:9]2[n:10][c:11]([Cl:14])[o:12][c:13]12.[CH3:27][C:28]#[N:29].[NH2:15][CH:16]1[CH2:17][CH2:18][N:19]([C:22](=[O:23])[O:24][CH2:25][CH3:26])[CH2:20][CH2:21]1>>[CH3:1][O:2][C:3](=[O:4])[c:5]1[cH:6][cH:7][cH:8][c:9]2[n:10][c:11]([NH:15][CH:16]3[CH2:17][CH2:18][N:19]([C:22](=[O:23])[O:24][CH2:25][CH3:26])[CH2:20][CH2:21]3)[o:12][c:13]12. The reactants are Cc1ccccc1, ClCCl, Cc1c(NCC(NC(=O)OCc2ccccc2)C(=O)OC(C)(C)C)ncnc1N1CCC(c2ccc3c(n2)NCCC3)CC1, O=C(O)C(F)(F)F. Product: Cc1c(NCC(NC(=O)OCc2ccccc2)C(=O)O)ncnc1N1CCC(c2ccc3c(n2)NCCC3)CC1. Reaction SMILES: [CH3:52][c:53]1[cH:54][cH:55][cH:56][cH:57][cH:58]1.[Cl:59][CH2:60][Cl:61].[NH:1]1[CH2:2][CH2:3][CH2:4][c:5]2[cH:6][cH:7][c:8]([CH:11]3[CH2:12][CH2:13][N:14]([c:17]4[c:18]([CH3:44])[c:19]([NH:23][CH2:24][CH:25]([NH:26][C:27](=[O:28])[O:29][CH2:30][c:31]5[cH:32][cH:33][cH:34][cH:35][cH:36]5)[C:37](=[O:38])[O:39][C:40]([CH3:41])([CH3:42])[CH3:43])[n:20][cH:21][n:22]4)[CH2:15][CH2:16]3)[n:9][c:10]21.[OH:45][C:46]([C:47]([F:48])([F:49])[F:50])=[O:51]>>[NH:1]1[CH2:2][CH2:3][CH2:4][c:5]2[cH:6][cH:7][c:8]([CH:11]3[CH2:12][CH2:13][N:14]([c:17]4[c:18]([CH3:44])[c:19]([NH:23][CH2:24][CH:25]([NH:26][C:27](=[O:28])[O:29][CH2:30][c:31]5[cH:32][cH:33][cH:34][cH:35][cH:36]5)[C:37](=[O:38])[OH:39])[n:20][cH:21][n:22]4)[CH2:15][CH2:16]3)[n:9][c:10]21. Reactants: Brc1ccc2ccccc2c1, CCOCC, [Li]CCCC, O=C1CN2CCC1CC2, [Na+], [OH-]. Yields the product OC1(c2ccc3ccccc3c2)CN2CCC1CC2. As a reaction SMILES: [Br:6][c:7]1[cH:8][c:9]2[cH:10][cH:11][cH:12][cH:13][c:14]2[cH:15][cH:16]1.[CH3:28][CH2:29][O:30][CH2:31][CH3:32].[Li:1][CH2:2][CH2:3][CH2:4][CH3:5].[N:17]12[CH2:18][C:19](=[O:25])[CH:20]([CH2:21][CH2:22]1)[CH2:23][CH2:24]2.[Na+:27].[OH-:26]>>[c:7]1([C:19]2([OH:25])[CH2:18][N:17]3[CH2:22][CH2:21][CH:20]2[CH2:23][CH2:24]3)[cH:8][c:9]2[cH:10][cH:11][cH:12][cH:13][c:14]2[cH:15][cH:16]1. Starting materials: C(C1=CC=CC=C1)OC1=C(C=C(C=C1)CCN(C(C1=C(C(=CC(=C1)C(F)(F)F)Cl)F)=O)CC1=CC=C(C=C1)C(C)(C)C)C(C)(C)C (N-[2-(4-benzyloxy-3-tert-butyl-phenyl)-ethyl]-N-(4-tert-butyl-benzyl)-3-chloro-2-fluoro-5-trifluoromethyl-benzamide). The reagents and catalysts are [Pd] (Pd/C). The solvent is C(C)(=O)OCC (ethyl acetate). Product: C(C)(C)(C)C1=CC=C(CN(C(C2=C(C(=CC(=C2)C(F)(F)F)Cl)F)=O)CCC2=CC(=C(C=C2)O)C(C)(C)C)C=C1 (N-(4-tert-butyl-benzyl)-N-[2-(3-tert-butyl-4-hydroxy-phenyl)-ethyl]-3-chloro-2-fluoro-5-trifluoromethyl-benzamide). Yield: 82.9%. RXN SMILES: C([O:8][C:9]1[CH:14]=[CH:13][C:12]([CH2:15][CH2:16][N:17]([CH2:32][C:33]2[CH:38]=[CH:37][C:36]([C:39]([CH3:42])([CH3:41])[CH3:40])=[CH:35][CH:34]=2)[C:18](=[O:31])[C:19]2[CH:24]=[C:23]([C:25]([F:28])([F:27])[F:26])[CH:22]=[C:21]([Cl:29])[C:20]=2[F:30])=[CH:11][C:10]=1[C:43]([CH3:46])([CH3:45])[CH3:44])C1C=CC=CC=1>C(OCC)(=O)C.[Pd]>[C:39]([C:36]1[CH:35]=[CH:34][C:33]([CH2:32][N:17]([CH2:16][CH2:15][C:12]2[CH:13]=[CH:14][C:9]([OH:8])=[C:10]([C:43]([CH3:46])([CH3:45])[CH3:44])[CH:11]=2)[C:18](=[O:31])[C:19]2[CH:24]=[C:23]([C:25]([F:27])([F:26])[F:28])[CH:22]=[C:21]([Cl:29])[C:20]=2[F:30])=[CH:38][CH:37]=1)([CH3:40])([CH3:42])[CH3:41]. Procedure details: A solution of 182 mg of N-[2-(4-benzyloxy-3-tert-butyl-phenyl)-ethyl]-N-(4-tert-butyl-benzyl)-3-chloro-2-fluoro-5-trifluoromethyl-benzamide (0.278 mmol) in 15 ml ethyl acetate were hydrogenated over 100 mg Pd/C-5%. After completion of the reaction the suspension was filtered off and concentrated in vacuo. The resulting residue was purified by flash column chromatography (Heptane/AcOEt:90/10) to yield 130 mg of a colorless viscous oil. MS (ISP) 564 (M+H)+. The reactants are C(C1=CC=CC=C1)N1CC2=CC(=C(C=C2CC1)O[Si](C(C)C)(C(C)C)C(C)C)OC (2-benzyl-7-methoxy-6-triisopropylsilyloxy-1,2,3,4-tetrahydroisoquinoline), solution, CCCC[N+](CCCC)(CCCC)CCCC.[F-].C1CCOC1 (TBAF THF), O (water). Solvent: C1CCOC1 (THF). Yields the product C(C)(C)OC=1C=C(CN2CC3=CC(=C(C=C3CC2)O)OC)C=CC1 (2-(3-Isopropoxybenzyl)-6-hydroxy-7-methoxy-1,2,3,4-tetrahydroisoquinoline). As a reaction SMILES: [CH2:1]([N:8]1[CH2:17][CH2:16][C:15]2[C:10](=[CH:11][C:12]([O:29][CH3:30])=[C:13]([O:18][Si](C(C)C)(C(C)C)C(C)C)[CH:14]=2)[CH2:9]1)[C:2]1[CH:7]=[CH:6][CH:5]=[CH:4][CH:3]=1.[CH3:31][CH2:32][CH2:33]C[N+](CCCC)(CCCC)CCCC.[F-].C1C[O:52]CC1.O>C1COCC1>[CH:32]([O:52][C:6]1[CH:7]=[C:2]([CH:3]=[CH:4][CH:5]=1)[CH2:1][N:8]1[CH2:17][CH2:16][C:15]2[C:10](=[CH:11][C:12]([O:29][CH3:30])=[C:13]([OH:18])[CH:14]=2)[CH2:9]1)([CH3:33])[CH3:31] |f:1.2.3|. Procedure details: A solution of 2-benzyl-7-methoxy-6-triisopropylsilyloxy-1,2,3,4-tetrahydroisoquinoline (1 mmol) in THF (20 mL) was stirred with a 1M solution of TBAF/THF (1.1 mmol) for 60 minutes at RT. After addition of water, the organics were extracted with ethyl acetate (80 mL) and the organic layer washed with water, brine, dried (MgSO4), filtered and concentrated under reduced pressure. The residual oil/solid was purified by flash chromatography (hexane/ethyl acetate). The reactants are C=CCN, CO, O=C1CCN2C(=O)OCc3cccc1c32, Cc1ccc(S(=O)(=O)O)cc1. Yields the product C=CCNC1CCN2C(=O)OCc3cccc1c32. Reaction SMILES: [CH2:27]([CH:28]=[CH2:29])[NH2:30].[CH3:31][OH:32].[O:1]=[C:2]1[N:3]2[c:4]3[c:5]([cH:8][cH:9][cH:10][c:11]3[C:12](=[O:15])[CH2:13][CH2:14]2)[CH2:6][O:7]1.[c:16]1([CH3:17])[cH:18][cH:19][c:20]([S:21]([OH:22])(=[O:23])=[O:24])[cH:25][cH:26]1>>[O:1]=[C:2]1[N:3]2[c:4]3[c:5]([cH:8][cH:9][cH:10][c:11]3[CH:12]([NH:30][CH2:27][CH:28]=[CH2:29])[CH2:13][CH2:14]2)[CH2:6][O:7]1.